From a dataset of the Open Reaction Database (ORD), a public repository of structured organic reaction records. describe an organic reaction: reactants, conditions, products, and yield RXN SMILES: [C:1]([O:5][CH2:6][CH2:7][CH2:8][CH2:9][O:10][C:11](=[O:19])[C:12]1[CH:17]=[CH:16][C:15]([OH:18])=[CH:14][CH:13]=1)(=[O:4])[CH:2]=[CH2:3].[C:20]([O:24][CH2:25][CH2:26][CH2:27][CH2:28][CH2:29][CH2:30][O:31][C:32]1[CH:37]=[CH:36][C:35]([C:38]2[CH:43]=[CH:42][C:41]([C:44](O)=[O:45])=[CH:40][CH:39]=2)=[CH:34][C:33]=1[O:47][CH3:48])(=[O:23])[CH:21]=[CH2:22].C(Cl)CCl>CN(C1C=CN=CC=1)C>[C:1]([O:5][CH2:6][CH2:7][CH2:8][CH2:9][O:10][C:11]([C:12]1[CH:17]=[CH:16][C:15]([O:18][C:44]([C:41]2[CH:40]=[CH:39][C:38]([C:35]3[CH:36]=[CH:37][C:32]([O:31][CH2:30][CH2:29][CH2:28][CH2:27][CH2:26][CH2:25][O:24][C:20](=[O:23])[CH:21]=[CH2:22])=[C:33]([O:47][CH3:48])[CH:34]=3)=[CH:43][CH:42]=2)=[O:45])=[CH:14][CH:13]=1)=[O:19])(=[O:4])[CH:2]=[CH2:3]. Procedure details: The preparation is analogous to Example 1 from 2.64 g (10 mmol) of 4-hydroxybenzoic acid 4-acryloyloxybutyl ester, 3.99 g (10 mmol) of 4′-(6-acryloyloxyhexyloxy)-3′-methoxybiphenyl-4-carboxylic acid, 0.12 g (1 mmol) of DMAP and 2.11 g (11 mmol) of EDC. Purification of the residue by chromatography on silica gel using cyclohexane/ethyl acetate (7:3) and recrystallisation once from ethanol yields 4′-(6-acryloyloxyhexyloxy)-3′-methoxybiphenyl-4-carboxylic acid 4-(4-acryloyloxybutoxycarbonyl)-phenyl... The product is C(C=C)(=O)OCCCCOC(=O)C1=CC=C(C=C1)OC(=O)C1=CC=C(C=C1)C1=CC(=C(C=C1)OCCCCCCOC(C=C)=O)OC (4′-(6-acryloyloxyhexyloxy)-3′-methoxybiphenyl-4-carboxylic acid 4-(4-acryloyloxybutoxycarbonyl)-phenyl ester). The reagents and catalysts are CN(C)C=1C=CN=CC1 (DMAP). Starting materials: C(C=C)(=O)OCCCCOC(C1=CC=C(C=C1)O)=O (4-hydroxybenzoic acid 4-acryloyloxybutyl ester), C(C=C)(=O)OCCCCCCOC1=C(C=C(C=C1)C1=CC=C(C=C1)C(=O)O)OC (4′-(6-acryloyloxyhexyloxy)-3′-methoxybiphenyl-4-carboxylic acid), C(CCl)Cl (EDC). As a reaction SMILES: C([Li])CCC.[CH:6]([NH:9]C(C)C)(C)[CH3:7].[F:13][C:14]([F:20])([F:19])[C:15](OC)=O.Cl.[NH2:22][OH:23]>CCCCCC.O1CCCC1.C1(C)C=CC(S(O)(=O)=O)=CC=1.CO.C(#N)C>[F:20][C:14]([F:13])([F:19])[C:15]1[CH:7]=[C:6]([NH2:9])[O:23][N:22]=1 |f:3.4|. Run in O1CCCC1 (tetrahydrofuran), C(C)#N (acetonitrile), O1CCCC1 (tetrahydrofuran), CO (Methanol), CCCCCC (n-hexane), CCCCCC (n-hexane), O1CCCC1 (tetrahydrofuran). Reagents/catalysts: C1(=CC=C(C=C1)S(=O)(=O)O)C (p-Toluenesulfonic acid). Run at temperature 0 celsius, time 30 minute. Product: FC(C1=NOC(=C1)N)(F)F (3-Trifluoromethyl-5-aminoisoxazole). Yield: 62.1%. The reactants are FC(C(=O)OC)(F)F (methyl trifluoroacetate), Cl.NO (hydroxylamine hydrochloride), solution, C(CCC)[Li] (n-butyllithium), C(C)(C)NC(C)C (diisopropylamine), Ice water. Reported procedure: A 15% solution of n-butyllithium in n-hexane (500 ml) was added to diisopropylamine (116.5 ml) dissolved in dry tetrahydrofuran (720 ml), keeping below 0° C. After being stirred at 0° C. for 30 minutes, the solution was cooled below -72° C. A solution of methyl trifluoroacetate (46.28 g, 0.3614 mole), acetonitrile (29.67 g) and dry tetrahydrofuran (300 ml) were added dropwise, keeping below -72° C., and the solution, after being kept at -75° C. for additional 45 minutes, was warmed to room tempe...